Dataset: the Open Reaction Database (ORD), a public repository of structured organic reaction records. Task: describe an organic reaction: reactants, conditions, products, and yield The reactants are BrC1=CC=C(C=C1)[C@H](C)N1C(O[C@@](CC1)(CCCO)C1=CC=C(C=C1)F)=O ((R)-3-((S)-1-(4-bromophenyl)ethyl)-6-(4-fluorophenyl)-6-(3-hydroxypropyl)-1,3-oxazinan-2-one), CC1=CC=CC(=N1)B(O)O (6-methylpyridine-2-boronic acid). Product: FC1=CC=C(C=C1)[C@]1(CCN(C(O1)=O)[C@@H](C)C1=CC=C(C=C1)C1=NC(=CC=C1)C)CCCO ((R)-6-(4-fluorophenyl)-6-(3-hydroxypropyl)-3-((S)-1-(4-(6-methylpyridin-2-yl)phenyl)ethyl)-1,3-oxazinan-2-one). Reaction SMILES: Br[C:2]1[CH:7]=[CH:6][C:5]([C@@H:8]([N:10]2[CH2:15][CH2:14][C@@:13]([C:20]3[CH:25]=[CH:24][C:23]([F:26])=[CH:22][CH:21]=3)([CH2:16][CH2:17][CH2:18][OH:19])[O:12][C:11]2=[O:27])[CH3:9])=[CH:4][CH:3]=1.[CH3:28][C:29]1[N:34]=[C:33](B(O)O)[CH:32]=[CH:31][CH:30]=1>>[F:26][C:23]1[CH:24]=[CH:25][C:20]([C@:13]2([CH2:16][CH2:17][CH2:18][OH:19])[O:12][C:11](=[O:27])[N:10]([C@H:8]([C:5]3[CH:6]=[CH:7][C:2]([C:33]4[CH:32]=[CH:31][CH:30]=[C:29]([CH3:28])[N:34]=4)=[CH:3][CH:4]=3)[CH3:9])[CH2:15][CH2:14]2)=[CH:21][CH:22]=1. Procedure details: The title compound was prepared from (R)-3-((S)-1-(4-bromophenyl)ethyl)-6-(4-fluorophenyl)-6-(3-hydroxypropyl)-1,3-oxazinan-2-one and 6-methylpyridine-2-boronic acid following a procedure analogous to that described in Example 1 Step 2. LC-MS Method 2 tR=0.868 min, m/z=449.2; 1H NMR (CD3OD) 1.28 (m, 1H), 1.56 (d, 3H), 1.61 (m, 1H), 1.95 (m, 2H), 2.23 (m, 1H), 2.34 (m, 1H), 2.46 (m, 1H), 2.55 (s, 3H), 3.11 (m, 1H), 3.46 (m, 2H), 5.50 (m, 1H), 7.06 (m, 4H), 7.19 (d, 1H), 7.31 (m, 2H), 7.51 (d, 1H)... RXN SMILES: [CH3:1][C@@:2]12[C@@H:10]([OH:11])[CH2:9][CH2:8][C@H:7]1[C@@H:6]1[CH2:12][CH2:13][C:14]3[CH:19]=[C:18]([OH:20])[CH:17]=[CH:16][C:15]=3[C@H:5]1[CH2:4][CH2:3]2.[H-].[Na+].[CH2:23](Br)[C:24]1[CH:29]=[CH:28][CH:27]=[CH:26][CH:25]=1>CN(C)C=O>[CH2:23]([O:20][C:18]1[CH:17]=[CH:16][C:15]2[C@@H:5]3[C@H:6]([C@H:7]4[C@@:2]([CH2:3][CH2:4]3)([CH3:1])[C@@H:10]([O:11][CH2:1][C:2]3[CH:7]=[CH:6][CH:5]=[CH:4][CH:3]=3)[CH2:9][CH2:8]4)[CH2:12][CH2:13][C:14]=2[CH:19]=1)[C:24]1[CH:29]=[CH:28][CH:27]=[CH:26][CH:25]=1 |f:1.2|. The reactants are C[C@]12CC[C@H]3[C@H]([C@@H]1CC[C@@H]2O)CCC4=C3C=CC(=C4)O (β-estradiol), [H-].[Na+] (Sodium hydride), C(C1=CC=CC=C1)Br (Benzyl bromide). The solvent is CN(C=O)C (Dimethylformamide). Yields the product C(C1=CC=CC=C1)OC1=CC=2CC[C@H]3[C@@H]4CC[C@@H]([C@@]4(C)CC[C@@H]3C2C=C1)OCC1=CC=CC=C1 (3,17β-bis(benzyloxy)estra-1,3,5(10)-triene). Reaction conditions: time 10 minute. The yield is 190.0%. Reported procedure: Dimethylformamide (11 ml) was added to β-estradiol (1.08 g, 4.0 mmol) under nitrogen atmosphere, followed by cooling on ice. Sodium hydride (480 mg of 60% suspension) was added to the reaction mixture followed by stirring for 10 minutes on ice and then stirred for 1 hour at room temperature. After cooling again on ice, Benzyl bromide (2.05 g, 12 mmol) was added to the reaction mixture followed by stirring for 10 minutes on ice and then stirred for 20 hours at room temperature. The reaction mixtu... Starting materials: NC1=CC=C(C=N1)N1C[C@H](N(CC1)C(=O)OC(C)(C)C)C ((R)-tert-Butyl 4-(6-aminopyridin-3-yl)-2-methylpiperazine-1-carboxylate), BrC=1C(N(C=C(C1)Br)C)=O (3,5-dibromo-1-methylpyridin-2(1H)-one), C([O-])([O-])=O.[Cs+].[Cs+] (cesium carbonate), CC1(C2=C(C(=CC=C2)P(C3=CC=CC=C3)C4=CC=CC=C4)OC5=C(C=CC=C51)P(C6=CC=CC=C6)C7=CC=CC=C7)C (Xantphos). Reagents/catalysts: C=1C=CC(=CC1)/C=C/C(=O)/C=C/C2=CC=CC=C2.C=1C=CC(=CC1)/C=C/C(=O)/C=C/C2=CC=CC=C2.C=1C=CC(=CC1)/C=C/C(=O)/C=C/C2=CC=CC=C2.[Pd].[Pd] (tris(dibenzylideneacetone)dipalladium(0)). Solvent: O1CCOCC1 (1,4-dioxane). Product: BrC=1C=C(C(N(C1)C)=O)NC1=CC=C(C=N1)N1C[C@H](N(CC1)C(=O)OC(C)(C)C)C ((R)-tert-Butyl 4-(6-(5-Bromo-1-methyl-2-oxo-1,2-dihydropyridin-3-ylamino) pyridine-3-yl)-2-methylpiperazine-1-carboxylate). Isolated yield 48.3%. As a reaction SMILES: [NH2:1][C:2]1[N:7]=[CH:6][C:5]([N:8]2[CH2:13][CH2:12][N:11]([C:14]([O:16][C:17]([CH3:20])([CH3:19])[CH3:18])=[O:15])[C@H:10]([CH3:21])[CH2:9]2)=[CH:4][CH:3]=1.Br[C:23]1[C:24](=[O:31])[N:25]([CH3:30])[CH:26]=[C:27]([Br:29])[CH:28]=1.C(=O)([O-])[O-].[Cs+].[Cs+].CC1(C)C2C(=C(P(C3C=CC=CC=3)C3C=CC=CC=3)C=CC=2)OC2C(P(C3C=CC=CC=3)C3C=CC=CC=3)=CC=CC1=2>C1C=CC(/C=C/C(/C=C/C2C=CC=CC=2)=O)=CC=1.C1C=CC(/C=C/C(/C=C/C2C=CC=CC=2)=O)=CC=1.C1C=CC(/C=C/C(/C=C/C2C=CC=CC=2)=O)=CC=1.[Pd].[Pd].O1CCOCC1>[Br:29][C:27]1[CH:28]=[C:23]([NH:1][C:2]2[N:7]=[CH:6][C:5]([N:8]3[CH2:13][CH2:12][N:11]([C:14]([O:16][C:17]([CH3:20])([CH3:19])[CH3:18])=[O:15])[C@H:10]([CH3:21])[CH2:9]3)=[CH:4][CH:3]=2)[C:24](=[O:31])[N:25]([CH3:30])[CH:26]=1 |f:2.3.4,6.7.8.9.10|. Procedure: A 50-mL single-neck round-bottomed flask equipped with a magnetic stirrer and a reflux condenser was charged with 1,4-dioxane (15 mL), 108b (800 mg, 2.7 mmol), 3,5-dibromo-1-methylpyridin-2(1H)-one (720 mg, 2.7 mmol), and cesium carbonate (1.76 g, 5.4 mmol). After bubbling nitrogen through the suspension for 3 minutes, Xantphos (78 mg, 0.14 mmol) and tris(dibenzylideneacetone)dipalladium(0) (128 mg, 0.14 mmol) were added. The system was subject to three cycles of vacuum/argon flash and heated at... Starting materials: BrB(Br)Br, O=C([O-])[O-], COc1ccc(C(=O)C2=C(O)C(=O)N(c3ccc(-c4ccon4)cc3)C2C2CCCCC2)cc1, ClCCl, [K+], [K+], [Na+], [OH-]. Product: O=C(C1=C(O)C(=O)N(c2ccc(-c3ccon3)cc2)C1C1CCCCC1)c1ccc(O)cc1. As a reaction SMILES: [B:35]([Br:36])([Br:37])[Br:38].[C:39](=[O:40])([O-:41])[O-:42].[CH:1]1([CH:7]2[C:8]([C:25]([c:26]3[cH:27][cH:28][c:29]([O:32][CH3:33])[cH:30][cH:31]3)=[O:34])=[C:9]([OH:24])[C:10](=[O:23])[N:11]2[c:12]2[cH:13][cH:14][c:15](-[c:18]3[n:19][o:20][cH:21][cH:22]3)[cH:16][cH:17]2)[CH2:2][CH2:3][CH2:4][CH2:5][CH2:6]1.[Cl:47][CH2:48][Cl:49].[K+:43].[K+:44].[Na+:46].[OH-:45]>>[CH:1]1([CH:7]2[C:8]([C:25]([c:26]3[cH:27][cH:28][c:29]([OH:32])[cH:30][cH:31]3)=[O:34])=[C:9]([OH:24])[C:10](=[O:23])[N:11]2[c:12]2[cH:13][cH:14][c:15](-[c:18]3[n:19][o:20][cH:21][cH:22]3)[cH:16][cH:17]2)[CH2:2][CH2:3][CH2:4][CH2:5][CH2:6]1. Reactants: BrC=1C(=C(C=CC1)NC(=S)NC1=CC(=C(C(=C1)OC)OC)OC)O (1-(3-bromo-2-hydroxy-phenyl)-3-(3,4,5-trimethoxy-phenyl)-thiourea), [OH-].[Na+] (NaOH), C1(=CC=C(C=C1)S(=O)(=O)Cl)C (toluene-4-sulfonyl chloride). The solvent is C1CCOC1 (THF). Run at time 1.5 hour. The product is BrC1=CC=CC=2N=C(OC21)NC2=CC(=C(C(=C2)OC)OC)OC ((7-Bromo-benzooxazol-2-yl)-(3,4,5-trimethoxy-phenyl)-amine). As a reaction SMILES: [Br:1][C:2]1[C:3]([OH:24])=[C:4]([NH:8][C:9]([NH:11][C:12]2[CH:17]=[C:16]([O:18][CH3:19])[C:15]([O:20][CH3:21])=[C:14]([O:22][CH3:23])[CH:13]=2)=S)[CH:5]=[CH:6][CH:7]=1.[OH-].[Na+].C1(C)C=CC(S(Cl)(=O)=O)=CC=1>C1COCC1>[Br:1][C:2]1[C:3]2[O:24][C:9]([NH:11][C:12]3[CH:17]=[C:16]([O:18][CH3:19])[C:15]([O:20][CH3:21])=[C:14]([O:22][CH3:23])[CH:13]=3)=[N:8][C:4]=2[CH:5]=[CH:6][CH:7]=1 |f:1.2|. Procedure: To a suspension of 0.798 mg (1.93 mmol) 1-(3-bromo-2-hydroxy-phenyl)-3-(3,4,5-trimethoxy-phenyl)-thiourea in 8 ml THF, 0.197 g (4.8 mmol) NaOH (in 5 ml water) and 0.419 g (2.12 mmol) toluene-4-sulfonyl chloride are added. The reaction mixture is stirred at room temperature for 1.5 h. Then the reaction mixture is concentrated in vacuo. To the residue EtOAc and sat. NaCl-solution are added and the layers are separate. The water layer is extracted 3× with EtOAc. The combined organic layers are wash...